From a dataset of the Open Reaction Database (ORD), a public repository of structured organic reaction records. describe an organic reaction: reactants, conditions, products, and yield Starting materials: solution, C(CCl)Cl (ethylene dichloride), S1(NC(C=C1)=O)(=O)=O (4-isothiazolin-3-one 1,1-dioxide), CC(=C)C(=C)C (2,3-dimethyl-1,3-butadiene). Solvent: CCOCC (ether). The product is CC1=C(CC2C(C(NS2(=O)=O)=O)C1)C (5,6-Dimethyl-3a,4,7,7a-tetrahydro-1,2-benzisothiazol 3(2H) -one 1,1-dioxide). Reaction SMILES: C(Cl)CCl.[S:5]1(=[O:12])(=[O:11])[CH:9]=[CH:8][C:7](=[O:10])[NH:6]1.[CH3:13][C:14]([C:16]([CH3:18])=[CH2:17])=[CH2:15]>CCOCC>[CH3:13][C:14]1[CH2:15][CH:8]2[C:7](=[O:10])[NH:6][S:5](=[O:12])(=[O:11])[CH:9]2[CH2:17][C:16]=1[CH3:18]. Procedure: A 40 ml solution of ethylene dichloride containing 5.3 g (0.04 mole) of 4-isothiazolin-3-one 1,1-dioxide and 3.3 g (0.04 mole) of 2,3-dimethyl-1,3-butadiene is heated at 45°-50° C. overnight. The golden solution is cooled and concentrated to give an oil. Trituration of the oil with ether gives a white solid, 7.7 g (80%), m.p. 110°-112° C., which can be recrystallized from ethyl acetate. Starting materials: O (water), Cl.Cl.N1CCC(CC1)\C=C/1\C(=NC(S1)=O)NCC#C ((5Z)-5-(piperidin-4-ylmethylidene)-4-(prop-2-yn-1-ylamino)-1,3-thiazol-2(5H)-one dihydrochloride), C([O-])([O-])=O.[K+].[K+] (potassium carbonate), FC(OC1=CC=C(CBr)C=C1)(F)F (4-(trifluoromethoxy)benzyl bromide). Solvent: CN(C)C=O (DMF), CN(C)C=O (DMF). Conditions: time 8 hour. Yields the product C(C#C)NC/1=NC(S\C1=C/C1CCN(CC1)CC1=CC=C(C=C1)OC(F)(F)F)=O ((5Z)-4-(prop-2-yn-1-ylamino)-5-({-[4-(trifluoromethoxy)benzyl]piperidin-4-yl}methylidene)-1,3-thiazol-2(5H)-one). RXN SMILES: Cl.Cl.[NH:3]1[CH2:8][CH2:7][CH:6](/[CH:9]=[C:10]2/[C:11]([NH:16][CH2:17][C:18]#[CH:19])=[N:12][C:13](=[O:15])[S:14]/2)[CH2:5][CH2:4]1.C(=O)([O-])[O-].[K+].[K+].[F:26][C:27]([F:38])([F:37])[O:28][C:29]1[CH:36]=[CH:35][C:32]([CH2:33]Br)=[CH:31][CH:30]=1.O>CN(C=O)C>[CH2:17]([NH:16][C:11]1=[N:12][C:13](=[O:15])[S:14]/[C:10]/1=[CH:9]\[CH:6]1[CH2:7][CH2:8][N:3]([CH2:33][C:32]2[CH:35]=[CH:36][C:29]([O:28][C:27]([F:26])([F:37])[F:38])=[CH:30][CH:31]=2)[CH2:4][CH2:5]1)[C:18]#[CH:19] |f:0.1.2,3.4.5|. Procedure details: To a solution of (5Z)-5-(piperidin-4-ylmethylidene)-4-(prop-2-yn-1-ylamino)-1,3-thiazol-2(5H)-one dihydrochloride (200 mg) in DMF (3 mL) was added a solution of potassium carbonate (345 mg) and 4-(trifluoromethoxy)benzyl bromide (0.113 mL) in DMF (2 mL). The reaction mixture was stirred at room temperature overnight, water was added, and the mixture was extracted with ethyl acetate. The extract was washed with water and saturated brine, and dried over anhydrous magnesium sulfate, and the solvent... The reactants are CC(=O)O, CC(=O)O, NCCN, CO, O=Cc1ccc(-c2cccc([N+](=O)[O-])c2)o1, [Na+], O=C(O)c1ccccc1NN1C(=O)CSC1=S, O=S([O-])O. The product is O=C(O)c1ccccc1NN1C(=O)C(=Cc2ccc(-c3cccc([N+](=O)[O-])c3)o2)SC1=S. Reaction SMILES: [C:34]([OH:35])(=[O:36])[CH3:37].[C:38]([OH:39])(=[O:40])[CH3:41].[CH2:42]([NH2:43])[CH2:44][NH2:45].[CH3:51][OH:52].[N+:18](=[O:19])([O-:20])[c:21]1[cH:22][c:23](-[c:27]2[cH:28][cH:29][c:30]([CH:32]=[O:33])[o:31]2)[cH:24][cH:25][cH:26]1.[Na+:46].[O:1]=[C:2]1[N:3]([NH:8][c:9]2[c:10]([C:11](=[O:12])[OH:13])[cH:14][cH:15][cH:16][cH:17]2)[C:4](=[S:7])[S:5][CH2:6]1.[OH:47][S:48](=[O:49])[O-:50]>>[O:1]=[C:2]1[N:3]([NH:8][c:9]2[c:10]([C:11](=[O:12])[OH:13])[cH:14][cH:15][cH:16][cH:17]2)[C:4](=[S:7])[S:5][C:6]1=[CH:32][c:30]1[cH:29][cH:28][c:27](-[c:23]2[cH:22][c:21]([N+:18](=[O:19])[O-:20])[cH:26][cH:25][cH:24]2)[o:31]1. Reactants: C(C)(C)(C)OC1=CC=C(C=C)C=C1 (p-tert-butoxystyrene), C(C(=C)C)(=O)OC(C)(C)C (tert-butyl methacrylate), N(=NC(C#N)(CC(C)C)C)C(C#N)(CC(C)C)C (2,2'-azobis(2,4-dimethylvaleronitrile)). Solvent: petroleum ether, C1(=CC=CC=C1)C (toluene). Product: C(C)(C)(C)OC1=CC=C(C=C)C=C1.C(C(=C)C)(=O)OC(C)(C)C (p-tert-butoxystyrene tert-butyl methacrylate). RXN SMILES: [C:1]([O:5][C:6]1[CH:13]=[CH:12][C:9]([CH:10]=[CH2:11])=[CH:8][CH:7]=1)([CH3:4])([CH3:3])[CH3:2].[C:14]([O:19][C:20]([CH3:23])([CH3:22])[CH3:21])(=[O:18])[C:15]([CH3:17])=[CH2:16].N(C(C)(CC(C)C)C#N)=NC(C)(CC(C)C)C#N>C1(C)C=CC=CC=1>[C:1]([O:5][C:6]1[CH:7]=[CH:8][C:9]([CH:10]=[CH2:11])=[CH:12][CH:13]=1)([CH3:4])([CH3:2])[CH3:3].[C:14]([O:19][C:20]([CH3:23])([CH3:22])[CH3:21])(=[O:18])[C:15]([CH3:17])=[CH2:16] |f:4.5|. Reported procedure: A solution of p-tert-butoxystyrene (28.2 g, 0.16 mole) and tert-butyl methacrylate (5.7 g, 0.04 mole) in toluene containing a catalytic amount of 2,2'-azobis(2,4-dimethylvaleronitrile) was heated at 80° C. for 8 hours under nitrogen. After cooling, the reaction mixture was poured into petroleum ether and the polymer was precipitated. The polymer was filtered, washed with petroleum ether and dried under reduced pressure to give 23.8 g of poly(p-tert-butoxystyrene-tert-butyl methacrylate) as a whi... The reactants are ClC1=CC=C(C=C1)C(C(CCC)C1=CC=C(C(=O)NCCC(=O)OC)C=C1)CC=O (methyl N-{4-[2-(4-chlorophenyl)-4-oxo-1-propylbutyl]benzoyl}-β-alaninate), INTERMEDIATE 4, Cl.FC1=C(C=CC(=C1)C)NN (2-fluoro-4-methylphenylhydrazine hydrochloride). The reagents and catalysts are [Cl-].[Cl-].[Zn+2] (ZnCl2). The solvent is C(C)(=O)O (acetic acid). The product is ClC1=CC=C(C=C1)[C@@H]([C@H](CCC)C1=CC=C(C(=O)NCCC(=O)OC)C=C1)C1=CNC2=C(C=C(C=C12)C)F (Methyl N-(4-{(1S)-1-[(R)-(4-chlorophenyl)(7-fluoro-5-methyl-1H-indol-3-yl)methyl]butyl}benzoyl)-β-alaninate). Reaction SMILES: [Cl:1][C:2]1[CH:7]=[CH:6][C:5]([CH:8]([CH2:28][CH:29]=O)[CH:9]([C:13]2[CH:27]=[CH:26][C:16]([C:17]([NH:19][CH2:20][CH2:21][C:22]([O:24][CH3:25])=[O:23])=[O:18])=[CH:15][CH:14]=2)[CH2:10][CH2:11][CH3:12])=[CH:4][CH:3]=1.Cl.[F:32][C:33]1[CH:38]=[C:37]([CH3:39])[CH:36]=[CH:35][C:34]=1[NH:40]N>[Cl-].[Cl-].[Zn+2].C(O)(=O)C>[Cl:1][C:2]1[CH:7]=[CH:6][C:5]([C@H:8]([C:28]2[C:35]3[C:34](=[C:33]([F:32])[CH:38]=[C:37]([CH3:39])[CH:36]=3)[NH:40][CH:29]=2)[C@@H:9]([C:13]2[CH:14]=[CH:15][C:16]([C:17]([NH:19][CH2:20][CH2:21][C:22]([O:24][CH3:25])=[O:23])=[O:18])=[CH:26][CH:27]=2)[CH2:10][CH2:11][CH3:12])=[CH:4][CH:3]=1 |f:1.2,3.4.5|. Procedure details: An acetic acid solution (10 ml) of methyl N-{4-[2-(4-chlorophenyl)-4-oxo-1-propylbutyl]benzoyl}-β-alaninate, INTERMEDIATE 4, (757 mg, 1.76 mmol), ZnCl2 (3.1M in AcOH, 1.7 ml, 5.27 mol) and 2-fluoro-4-methylphenylhydrazine hydrochloride (374 mg, 2.1 mmol) was heated at 80° C. for 45 minutes. The solution was concentrated and the residue partitioned between EtOAc and water. The organic phase was washed with water (2×), brine (2×) and dried over Na2SO4. The solution was filtered, concentrated and t... The reactants are CC=1N(C=C(N1)C=1SC=CC1N)C(C1=CC=CC=C1)(C1=CC=CC=C1)C1=CC=CC=C1 (2-(2-methyl-1-trityl-1H-imidazol-4-yl)thiophen-3-amine), COC1=CC=C(C=C1)CC(=O)O (2-(4-methoxyphenyl)acetic acid). The product is COC1=CC=C(C=C1)CC(=O)NC1=C(SC=C1)C=1N=C(N(C1)C(C1=CC=CC=C1)(C1=CC=CC=C1)C1=CC=CC=C1)C (2-(4-Methoxyphenyl)-N-(2-(2-methyl-1-trityl-1H-imidazol-4-yl)thiophen-3-yl)acetamide). RXN SMILES: [CH3:1][C:2]1[N:3]([C:13]([C:26]2[CH:31]=[CH:30][CH:29]=[CH:28][CH:27]=2)([C:20]2[CH:25]=[CH:24][CH:23]=[CH:22][CH:21]=2)[C:14]2[CH:19]=[CH:18][CH:17]=[CH:16][CH:15]=2)[CH:4]=[C:5]([C:7]2[S:8][CH:9]=[CH:10][C:11]=2[NH2:12])[N:6]=1.[CH3:32][O:33][C:34]1[CH:39]=[CH:38][C:37]([CH2:40][C:41](O)=[O:42])=[CH:36][CH:35]=1>>[CH3:32][O:33][C:34]1[CH:39]=[CH:38][C:37]([CH2:40][C:41]([NH:12][C:11]2[CH:10]=[CH:9][S:8][C:7]=2[C:5]2[N:6]=[C:2]([CH3:1])[N:3]([C:13]([C:14]3[CH:19]=[CH:18][CH:17]=[CH:16][CH:15]=3)([C:26]3[CH:31]=[CH:30][CH:29]=[CH:28][CH:27]=3)[C:20]3[CH:21]=[CH:22][CH:23]=[CH:24][CH:25]=3)[CH:4]=2)=[O:42])=[CH:36][CH:35]=1. Reported procedure: The title compound was prepared from 2-(2-methyl-1-trityl-1H-imidazol-4-yl)thiophen-3-amine and 2-(4-methoxyphenyl)acetic acid using protocol B (540 mg, 57%). Method [7] Retention time 7.42 min by HPLC (MH+ 570).